This data is from the Open Reaction Database (ORD), a public repository of structured organic reaction records. The task is: describe an organic reaction: reactants, conditions, products, and yield Reactants: O=C([O-])[O-], C#CCN(C)C, O=C1Cc2cnc(Nc3cc(Cl)cnc3C(F)(F)F)nc2-c2ccc(C(F)(F)F)cc2N1, [Cs+], [Cs+], CN(C)C=O. Product: CN(C)CC#Cc1cnc(C(F)(F)F)c(Nc2ncc3c(n2)-c2ccc(C(F)(F)F)cc2NC(=O)C3)c1. RXN SMILES: [C:39](=[O:40])([O-:41])[O-:42].[CH2:33]([C:34]#[CH:35])[N:36]([CH3:37])[CH3:38].[Cl:1][c:2]1[cH:3][c:4]([NH:12][c:13]2[n:14][cH:15][c:16]3[c:22]([n:23]2)-[c:21]2[c:20]([cH:27][c:26]([C:28]([F:29])([F:30])[F:31])[cH:25][cH:24]2)[NH:19][C:18](=[O:32])[CH2:17]3)[c:5]([C:8]([F:9])([F:10])[F:11])[n:6][cH:7]1.[Cs+:43].[Cs+:44].[O:45]=[CH:46][N:47]([CH3:48])[CH3:49]>>[c:2]1([C:35]#[C:34][CH2:33][N:36]([CH3:37])[CH3:38])[cH:3][c:4]([NH:12][c:13]2[n:14][cH:15][c:16]3[c:22]([n:23]2)-[c:21]2[c:20]([cH:27][c:26]([C:28]([F:29])([F:30])[F:31])[cH:25][cH:24]2)[NH:19][C:18](=[O:32])[CH2:17]3)[c:5]([C:8]([F:9])([F:10])[F:11])[n:6][cH:7]1.